From a dataset of the Open Reaction Database (ORD), a public repository of structured organic reaction records. describe an organic reaction: reactants, conditions, products, and yield Starting materials: CCOC(=O)Nc1ccc2c(C)nccc2c1, CCO, [Cl-], [NH4+], [Na+], [OH-]. Product: Cc1nccc2cc(N)ccc12. As a reaction SMILES: [CH2:1]([O:2][C:3](=[O:4])[NH:6][c:7]1[cH:8][c:9]2[cH:10][cH:11][n:12][c:13]([CH3:17])[c:14]2[cH:15][cH:16]1)[CH3:5].[CH3:22][CH2:23][OH:24].[Cl-:20].[NH4+:21].[Na+:19].[OH-:18]>>[NH2:6][c:7]1[cH:8][c:9]2[cH:10][cH:11][n:12][c:13]([CH3:17])[c:14]2[cH:15][cH:16]1. Starting materials: FC1=C(C=CC=C1)N1N=CC=2C(=CC=CC12)N (1-(2-Fluorophenyl)-1H-indazol-4-amine), N1N=CC=2C(=CC=CC12)N (1H-indazol-4-amine), IC=1C=C(C(=O)OCC)C=CC1 (ethyl 3-iodobenzoate). Yields the product NC1=C2C=NN(C2=CC=C1)C=1C=C(C(=O)OCC)C=CC1 (Ethyl 3-(4-amino-1H-indazol-1-yl)benzoate). As a reaction SMILES: F[C:2]1[CH:7]=[CH:6][CH:5]=[CH:4][C:3]=1[N:8]1[C:16]2[CH:15]=[CH:14][CH:13]=[C:12]([NH2:17])[C:11]=2[CH:10]=[N:9]1.N1C2C=CC=C(N)C=2C=N1.IC1C=C(C=CC=1)[C:32]([O:34][CH2:35][CH3:36])=[O:33]>>[NH2:17][C:12]1[CH:13]=[CH:14][CH:15]=[C:16]2[C:11]=1[CH:10]=[N:9][N:8]2[C:3]1[CH:4]=[C:5]([CH:6]=[CH:7][CH:2]=1)[C:32]([O:34][CH2:35][CH3:36])=[O:33]. Reported procedure: Similarly prepared to Intermediate 1 from 1H-indazol-4-amine and ethyl 3-iodobenzoate. Starting materials: C(C)(C)(C)OC(=O)N[C@@H](C(C(=O)NOCC1=CC=CC=C1)O)CC1CCCCC1 ((2RS,3R)-3-(tert-butoxycarbonyl)amino-N-(benzyloxy)-4-cyclohexyl-2-hydroxybutanamide). Reagents/catalysts: [Pd] (palladium on charcoal). The solvent is C1CCOC1 (THF). Run at time 1 hour. The product is N[C@@H](C(C(=O)NO)O)CC1CCCCC1 ((2RS,3R)-3-amino-4-cyclohexyl-N,2-dihydroxybutanamide). RXN SMILES: C(OC([NH:8][C@H:9]([CH2:23][CH:24]1[CH2:29][CH2:28][CH2:27][CH2:26][CH2:25]1)[CH:10]([OH:22])[C:11]([NH:13][O:14]CC1C=CC=CC=1)=[O:12])=O)(C)(C)C>[Pd].C1COCC1>[NH2:8][C@H:9]([CH2:23][CH:24]1[CH2:29][CH2:28][CH2:27][CH2:26][CH2:25]1)[CH:10]([OH:22])[C:11]([NH:13][OH:14])=[O:12]. Procedure details: A solution of Example 106A (0.33 g, 0.82 mmol), and 10% palladium on charcoal (0.13 g) in THF (8 mL) at room temperature was stirred for 16 hours under an atmosphere of hydrogen gas, filtered, and concentrated. The concentrate was dissolved in saturated HCl/dioxane (5 mL), stirred for 1 hour, concentrated, treated with diethyl ether, then concentrated to provide the desired product.